Dataset: the Open Reaction Database (ORD), a public repository of structured organic reaction records. Task: describe an organic reaction: reactants, conditions, products, and yield Starting materials: P(O)(=O)(OP(=O)(O)O)OC[C@@H]1[C@H]([C@H]([C@@H](O1)N1C=NC=2C(N)=NC=NC12)O)O (adenosine diphosphate), P(O)(=O)(OP(=O)(O)O)OC[C@@H]1[C@H]([C@H]([C@@H](O1)N1C=NC=2C(N)=NC=NC12)O)O (ADP), P(O)(=O)(OP(=O)(O)OP(=O)(O)O)OC[C@@H]1[C@H]([C@H]([C@@H](O1)N1C=NC=2C(N)=NC=NC12)O)O (ATP), ( 5 ), OP(=O)(O)[O-].OP(=O)([O-])[O-].[Na+].[Na+].[Na+].[Cl-].[Cl-].[K+].[K+] (phosphate buffered saline), [Mg] (magnesium), C(C(CO)(CO)N)O.Cl (TrisHCl). Yields the product C1=NC2=C(C(=N1)N)N=CN2[C@H]3[C@@H]([C@@H]([C@H](O3)COP(=O)(O)O)O)O (Adenylate). RXN SMILES: [P:1]([O:9][CH2:10][C@H:11]1[O:15][C@@H:14]([N:16]2[C:25]3[N:24]=[CH:23][N:22]=[C:20]([NH2:21])[C:19]=3[N:18]=[CH:17]2)[C@H:13]([OH:26])[C@@H:12]1[OH:27])([O:4]P(O)(O)=O)(=[O:3])[OH:2].P(OC[C@H]1O[C@@H](N2C3N=CN=C(N)C=3N=C2)[C@H](O)[C@@H]1O)(OP(OP(O)(O)=O)(O)=O)(=O)O.OP([O-])(O)=O.OP([O-])([O-])=O.[Na+].[Na+].[Na+].[Cl-].[Cl-].[K+].[K+].C(O)C(N)(CO)CO.Cl.[Mg]>>[CH:23]1[N:22]=[C:20]([NH2:21])[C:19]2[N:18]=[CH:17][N:16]([C@@H:14]3[O:15][C@H:11]([CH2:10][O:9][P:1]([OH:4])([OH:3])=[O:2])[C@@H:12]([OH:27])[C@H:13]3[OH:26])[C:25]=2[N:24]=1 |f:2.3.4.5.6.7.8.9.10,11.12|. Reported procedure: A second embodiment of the luminometer of the present invention is provided wherein an additional reagent flow is included for feeding very pure adenosine diphosphate (ADP) reagent, with respect to ATP, into the processing fluid downstream of the junction (5) where detergent is added, but upstream of the luminometer. The ADP reagent (99.95% pure with respect to ATP) is added at a flow and concentration such as to produce a concentration of 0.5 mM in the final flow. The processing fluid is pH 7.4... Reactants: CC1(C)OB(c2ccc(N)cc2)OC1(C)C, COCCOC, CCO, Cc1csc(S(=O)(=O)C(C)(C)c2cc(N3CCOCC3C)nc(Cl)n2)n1, [Na+], [Na+], O=C([O-])[O-], CN(C)C=O, O. The product is Cc1csc(S(=O)(=O)C(C)(C)c2cc(N3CCOCC3C)nc(-c3ccc(N)cc3)n2)n1. Reaction SMILES: [CH3:27][C:28]1([CH3:29])[C:30]([CH3:31])([CH3:32])[O:33][B:34]([c:35]2[cH:36][cH:37][c:38]([NH2:39])[cH:40][cH:41]2)[O:42]1.[CH3:49][O:50][CH2:51][CH2:52][O:53][CH3:54].[CH3:61][CH2:62][OH:63].[Cl:1][c:2]1[n:3][c:4]([C:15]([CH3:16])([CH3:17])[S:18](=[O:19])(=[O:20])[c:21]2[s:22][cH:23][c:24]([CH3:26])[n:25]2)[cH:5][c:6]([N:8]2[CH:9]([CH3:14])[CH2:10][O:11][CH2:12][CH2:13]2)[n:7]1.[Na+:43].[Na+:44].[O-:45][C:46](=[O:47])[O-:48].[O:55]=[CH:56][N:57]([CH3:58])[CH3:59].[OH2:60]>>[c:2]1(-[c:35]2[cH:36][cH:37][c:38]([NH2:39])[cH:40][cH:41]2)[n:3][c:4]([C:15]([CH3:16])([CH3:17])[S:18](=[O:19])(=[O:20])[c:21]2[s:22][cH:23][c:24]([CH3:26])[n:25]2)[cH:5][c:6]([N:8]2[CH:9]([CH3:14])[CH2:10][O:11][CH2:12][CH2:13]2)[n:7]1. Reactants: C(=O)(O)CC1=CC=C(CCCNC2=C(C=CC(=C2)OC)[C@H]2CC=3C=CC(=CC3CC2)OC(C(C)(C)C)=O)C=C1 (pivalic acid (R)-6-{2-[(4-carboxymethylbenzyl)ethylamino]-4-methoxyphenyl}-5,6,7,8-tetrahydronaphthalen-2-yl ester), C(C)(C)(C)N (tert-butylamine). Product: C(C)(C)(C)NCCC1=CC=C(CCCNC2=C(C=CC(=C2)OC)[C@H]2CC=3C=CC(=CC3CC2)O)C=C1 ((R)-6-{2-{[4-(2-tert-Butylaminoethyl)benzyl]ethylamino}-4-methoxyphenyl}-5,6,7,8-tetrahydronaphthalen-2-ol). The yield is 16.1%. As a reaction SMILES: [C:1]([CH2:4][C:5]1[CH:39]=[CH:38][C:8]([CH2:9][CH2:10][CH2:11][NH:12][C:13]2[CH:18]=[C:17]([O:19][CH3:20])[CH:16]=[CH:15][C:14]=2[C@@H:21]2[CH2:30][CH2:29][C:28]3[CH:27]=[C:26]([O:31]C(=O)C(C)(C)C)[CH:25]=[CH:24][C:23]=3[CH2:22]2)=[CH:7][CH:6]=1)(O)=O.[C:40]([NH2:44])([CH3:43])([CH3:42])[CH3:41]>>[C:40]([NH:44][CH2:1][CH2:4][C:5]1[CH:39]=[CH:38][C:8]([CH2:9][CH2:10][CH2:11][NH:12][C:13]2[CH:18]=[C:17]([O:19][CH3:20])[CH:16]=[CH:15][C:14]=2[C@@H:21]2[CH2:22][CH2:23][C:28]3[CH:27]=[C:26]([OH:31])[CH:25]=[CH:24][C:29]=3[CH2:30]2)=[CH:7][CH:6]=1)([CH3:43])([CH3:42])[CH3:41]. Procedure: Synthesized from pivalic acid (R)-6-{2-[(4-carboxymethylbenzyl)ethylamino]-4-methoxyphenyl}-5,6,7,8-tetrahydronaphthalen-2-yl ester (31 mg) and tert-butylamine (6.8 mg) according to an analogous synthetic method to Example 806, the title compound (4.6 mg) was obtained. The reactants are O=O (O2), ON1C(CCC1=O)=O (N-hydroxysuccinimide), C(=O)=O (CO2), C1(CCCCC1)C1=CC=CC=C1 (cyclohexylbenzene), Hastelloy. Run at temperature 100 celsius, time 6 hour. Yields the product C(C1=CC=CC=C1)(=O)CCCCC(=O)O (5-benzoylvaleric acid). Reaction SMILES: [OH:1]N1C(=O)CCC1=O.[CH:9]1([C:15]2C=[CH:19][CH:18]=[CH:17][CH:16]=2)[CH2:14][CH2:13][CH2:12][CH2:11][CH2:10]1.[C:21](=[O:23])=[O:22].O=O>C(O)(=O)C.O.O.O.O.C([O-])(=O)C.[Co+2].C([O-])(=O)C>[C:15]([CH2:16][CH2:17][CH2:18][CH2:19][C:21]([OH:23])=[O:22])(=[O:1])[C:9]1[CH:14]=[CH:13][CH:12]=[CH:11][CH:10]=1 |f:5.6.7.8.9.10.11|. Procedure: In this example, a solution of 0.1191 g (1.03 mmol) of N-hydroxysuccinimide, 1.1730 g (7.31 mmol) of cyclohexylbenzene and 0.1330 g (0.53 mmol) of cobalt acetate tetrahydrate in 40 ml of acetic acid was heated to 100° C. in a Parr Hastelloy reactor with temperature and pressure transducer. After the temperature reached 100° C., 745 psi of CO2 was introduced into the reactor, then 120 psi of O2 was added slowly to the reactor. The mixture was stirred under pressure for six hours at 100° C., then ... Reagents/catalysts: O.O.O.O.C(C)(=O)[O-].[Co+2].C(C)(=O)[O-] (cobalt acetate tetrahydrate). Isolated yield 70.0%. Solvent: C(C)(=O)O (acetic acid). Reactants: CC1=NC=2C=CC3=C(C2C(N1)=O)C=C(C=C3)CNC=3C=C1CN(C(C1=CC3)=O)[C@H](C(=O)OCC)CCC(=O)OCC (diethyl (S)-2-(5-(((1,2-dihydro-3-methyl-1-oxo-benzo-[f]quinazolin-9-yl)methyl)amino)-1-oxo-2-isoindolinyl)glutarate), Cl (HCl). Solvent: [OH-].[Na+] (NaOH). Product: CC1=NC=2C=CC3=C(C2C(N1)=O)C=C(C=C3)CNC=3C=C1CN(C(C1=CC3)=O)[C@H](C(=O)O)CCC(=O)O ((S)-2-(5-(((1,2-dihydro-3-methyl-1-oxobenzo[f]quinazolin-9-yl)methyl)amino)-1-oxo-2-isoindolinyl)glutaric acid). As a reaction SMILES: [CH3:1][C:2]1[NH:11][C:10](=[O:12])[C:9]2[C:8]3[CH:13]=[C:14]([CH2:17][NH:18][C:19]4[CH:20]=[C:21]5[C:25](=[CH:26][CH:27]=4)[C:24](=[O:28])[N:23]([C@@H:29]([CH2:35][CH2:36][C:37]([O:39]CC)=[O:38])[C:30]([O:32]CC)=[O:31])[CH2:22]5)[CH:15]=[CH:16][C:7]=3[CH:6]=[CH:5][C:4]=2[N:3]=1.Cl>[OH-].[Na+]>[CH3:1][C:2]1[NH:11][C:10](=[O:12])[C:9]2[C:8]3[CH:13]=[C:14]([CH2:17][NH:18][C:19]4[CH:20]=[C:21]5[C:25](=[CH:26][CH:27]=4)[C:24](=[O:28])[N:23]([C@@H:29]([CH2:35][CH2:36][C:37]([OH:39])=[O:38])[C:30]([OH:32])=[O:31])[CH2:22]5)[CH:15]=[CH:16][C:7]=3[CH:6]=[CH:5][C:4]=2[N:3]=1 |f:2.3|. Procedure details: A solution of diethyl (S)-2-(5-(((1,2-dihydro-3-methyl-1-oxo-benzo-[f]quinazolin-9-yl)methyl)amino)-1-oxo-2-isoindolinyl)glutarate (3.20 g, 5.75 mmol) in 0.2 N NaOH (140 ml) was stirred under nitrogen for 3 hours at room temperature. The solution was then slowly adjusted to pH3 with 1 N HCl and the resulting suspension allowed to stir briefly. The white solid was filtered under nitrogen, washed with water, and dried under high vacuum to give (S)-2-(5-(((1,2-dihydro-3-methyl-1-oxobenzo[f]quinazol...